Dataset: the Open Reaction Database (ORD), a public repository of structured organic reaction records. Task: describe an organic reaction: reactants, conditions, products, and yield Starting materials: BrC1C=CCCC1, COC(=O)c1cc(Cl)ccc1O, [K+], [K+], O=C([O-])[O-], CN(C)C=O, O. Yields the product COC(=O)c1cc(Cl)ccc1OC1C=CCCC1. RXN SMILES: [Br:19][CH:20]1[CH:21]=[CH:22][CH2:23][CH2:24][CH2:25]1.[Cl:1][c:2]1[cH:3][cH:4][c:5]([OH:12])[c:6]([C:7](=[O:8])[O:9][CH3:10])[cH:11]1.[K+:13].[K+:14].[O-:15][C:16]([O-:17])=[O:18].[O:27]=[CH:28][N:29]([CH3:30])[CH3:31].[OH2:26]>>[Cl:1][c:2]1[cH:3][cH:4][c:5]([O:12][CH:22]2[CH:21]=[CH:20][CH2:25][CH2:24][CH2:23]2)[c:6]([C:7](=[O:8])[O:9][CH3:10])[cH:11]1.